Dataset: the Open Reaction Database (ORD), a public repository of structured organic reaction records. Task: describe an organic reaction: reactants, conditions, products, and yield The product is Cc1ccc(C(=O)NC(C)C)cc1-c1nc(N(C)CCN(C)C)nc2c1CNC(=O)N2c1c(F)cccc1F. Reactants: C1CCOC1, CNCCN(C)C, Cc1ccc(C(=O)NC(C)C)cc1-c1nc(S(C)=O)nc2c1CNC(=O)N2c1c(F)cccc1F. RXN SMILES: [CH2:43]1[O:44][CH2:45][CH2:46][CH2:47]1.[CH3:36][N:37]([CH2:38][CH2:39][NH:40][CH3:41])[CH3:42].[F:1][c:2]1[c:3]([N:9]2[C:10](=[O:35])[NH:11][CH2:12][c:13]3[c:14]2[n:15][c:16]([S:32]([CH3:33])=[O:34])[n:17][c:18]3-[c:19]2[cH:20][c:21]([C:22](=[O:23])[NH:24][CH:25]([CH3:26])[CH3:27])[cH:28][cH:29][c:30]2[CH3:31])[c:4]([F:8])[cH:5][cH:6][cH:7]1>>[F:1][c:2]1[c:3]([N:9]2[C:10](=[O:35])[NH:11][CH2:12][c:13]3[c:14]2[n:15][c:16]([N:40]([CH2:39][CH2:38][N:37]([CH3:36])[CH3:42])[CH3:41])[n:17][c:18]3-[c:19]2[cH:20][c:21]([C:22](=[O:23])[NH:24][CH:25]([CH3:26])[CH3:27])[cH:28][cH:29][c:30]2[CH3:31])[c:4]([F:8])[cH:5][cH:6][cH:7]1. Starting materials: C(C)(C)(C)OC(=O)C1=C(C=CC=C1)C1=CC=C(C=C1)CN1C(=NC(=C1CO)[N+](=O)[O-])CCCC (1[(2'-tert-butoxycarbonylbiphenyl-4-yl)methyl]-2-butyl-5-hydroxymethyl-4-nitroimidazole), FC(C(=O)O)(F)F (trifluoroacetic acid), C(Cl)Cl (methylene chloride), [OH-].[Na+] (sodium hydroxide). Solvent: O (water). Product: C(=O)(O)C1=C(C=CC=C1)C1=CC=C(C=C1)CN1C(=NC(=C1CO)[N+](=O)[O-])CCCC (1-[(2'-carboxybiphenyl-4-yl)methyl]-2-butyl-5-hydroxymethyl-4-nitroimidazole). Isolated yield 85.6%. RXN SMILES: C([O:5][C:6]([C:8]1[CH:13]=[CH:12][CH:11]=[CH:10][C:9]=1[C:14]1[CH:19]=[CH:18][C:17]([CH2:20][N:21]2[C:25]([CH2:26][OH:27])=[C:24]([N+:28]([O-:30])=[O:29])[N:23]=[C:22]2[CH2:31][CH2:32][CH2:33][CH3:34])=[CH:16][CH:15]=1)=[O:7])(C)(C)C.FC(F)(F)C(O)=O.C(Cl)Cl.[OH-].[Na+]>O>[C:6]([C:8]1[CH:13]=[CH:12][CH:11]=[CH:10][C:9]=1[C:14]1[CH:15]=[CH:16][C:17]([CH2:20][N:21]2[C:25]([CH2:26][OH:27])=[C:24]([N+:28]([O-:30])=[O:29])[N:23]=[C:22]2[CH2:31][CH2:32][CH2:33][CH3:34])=[CH:18][CH:19]=1)([OH:7])=[O:5] |f:3.4|. Reported procedure: A solution of 1.98 g of 1[(2'-tert-butoxycarbonylbiphenyl-4-yl)methyl]-2-butyl-5-hydroxymethyl-4-nitroimidazole, 20 mL of trifluoroacetic acid, and 20 mL of methylene chloride was stirred at 25° for 1 hour. At this point, the solution was poured into water. The resulting mixture was adjusted to pH 3 using 10% sodium hydroxide solution and then extracted with chloroform. The combined organic phases were washed with brine, dried over anhydrous magnesium sulfate, filtered, and concentrated in vacuo... Reactants: [C@@H]1(C[C@H](O)[C@@H](CO)O1)N1C(=O)NC(=O)C(C)=C1 (thymidine), C(C=C)NC1=C2N=CNC2=NC(=N1)N (6-(Allylamino)-2-amino-9H-purine), Purine nucleoside, F[C@H]1C[C@@H](O[C@@H]1CO)N1C(=O)NC(=O)C=C1 (2',3'-dideoxy-3'-fluorouridine), [N-]=[N+]=[N-].[K+] (potassium azide). Run in CO (MeOH), P(=O)([O-])([O-])[O-].[K+].[K+].[K+] (potassium phosphate). Reaction conditions: temperature 45 celsius, time 7 day. The product is C(C=C)NC1=C2N=CN(C2=NC(=N1)N)[C@H]1C[C@@H]([C@H](O1)CO)F (6-(allylamino)-2-amino-9-(2,3-dideoxy-3-fluoro-β-D-erythro-pentofuranosyl)-9H-purine). Yield: 46.3%. As a reaction SMILES: [CH2:1]([NH:4][C:5]1[N:13]=[C:12]([NH2:14])[N:11]=[C:10]2[C:6]=1[N:7]=[CH:8][NH:9]2)[CH:2]=[CH2:3].[F:15][C@@H:16]1[C@@H:20]([CH2:21][OH:22])[O:19][C@@H:18](N2C=CC(=O)NC2=O)[CH2:17]1.[N-]=[N+]=[N-].[K+].[C@@H]1(N2C=C(C)C(=O)NC2=O)O[C@H](CO)[C@@H](O)C1>P([O-])([O-])([O-])=O.[K+].[K+].[K+].CO>[CH2:1]([NH:4][C:5]1[N:13]=[C:12]([NH2:14])[N:11]=[C:10]2[C:6]=1[N:7]=[CH:8][N:9]2[C@@H:18]1[O:19][C@H:20]([CH2:21][OH:22])[C@@H:16]([F:15])[CH2:17]1)[CH:2]=[CH2:3] |f:2.3,5.6.7.8|. Procedure details: 6-(Allylamino)-2-amino-9H-purine (0.51 g, 2.6 mmoles) and 2',3'-dideoxy-3'-fluorouridine (0.50 g, 2.2 mmoles) were suspended in 50 ml 10 mM potassium phosphate buffer, pH 7.0, containing 0.40% potassium azide. Purine nucleoside phosphorylase (1120 I.U.) and thymidine phosphorylase (10,000 I.U.) (Krenitsky, et al., Biochemistry, 20, 3615, 1981 and U.S. Pat. No. 4,381,344) immobilized on DEAE cellulose was added and the suspension was stirred at 45° C. After 7 days, 100 ml MeOH was added to the re... The reactants are S(=O)(=O)([O-])OS(=O)(=O)[O-].[Na+].[Na+] (Sodium pyrosulfate), C[N+]1(CCOCC1)[O-] (N-Methylmorpholine oxide), COC(=O)C1N(C(CCC1)CC=C)C(=O)OCC1=CC=CC=C1 (6-Allyl-piperidine-1,2-dicarboxylic acid 1-benzyl ester 2-methyl ester), COC(=O)C1N(C(CCC1)CC=C)C(=O)OCC1=CC=CC=C1 (6-Allyl-piperidine-1,2-dicarboxylic acid 1-benzyl ester 2-methyl ester), CC(=O)C (acetone). The reagents and catalysts are O=[Os](=O)(=O)=O (OsO4). Run in O (water), CC(C)(C)O (t-BuOH), O (water). Conditions: time 14 hour. The product is COC(=O)C1N(C(CCC1)CC(CO)O)C(=O)OCC1=CC=CC=C1 (6-(2,3-Dihydroxy-propyl)-piperidine-1,2-dicarboxylic Acid 1-Benzyl Ester 2-Methyl Ester). RXN SMILES: [CH3:1][O:2][C:3]([CH:5]1[CH2:10][CH2:9][CH2:8][CH:7](CC=C)[N:6]1[C:14]([O:16][CH2:17][C:18]1[CH:23]=[CH:22][CH:21]=[CH:20][CH:19]=1)=[O:15])=[O:4].C[N+]1([O-])CC[O:28]CC1.S(OS([O-])(=O)=O)([O-])(=O)=O.[Na+].[Na+].[CH3:43][C:44]([CH3:46])=[O:45]>O.CC(O)(C)C.O=[Os](=O)(=O)=O>[CH3:1][O:2][C:3]([CH:5]1[CH2:10][CH2:9][CH2:8][CH:7]([CH2:43][CH:44]([OH:45])[CH2:46][OH:28])[N:6]1[C:14]([O:16][CH2:17][C:18]1[CH:23]=[CH:22][CH:21]=[CH:20][CH:19]=1)=[O:15])=[O:4] |f:2.3.4|. Reported procedure: 6-Allyl-piperidine-1,2-dicarboxylic acid 1-benzyl ester 2-methyl ester (Compound 234, 0.087 g, 0.2 mmol) was dissolved in acetone (2 mL) and water (0.25 mL). N-Methylmorpholine oxide (0.068 g, 0.58 mmol) was added, followed by a 2.5% OsO4 solution in t-BuOH (0.14 mL). The mixture reaction was stirred at room temperature for 14 hours. Sodium pyrosulfate (0.3 g) in water (1 mL) was added with stirring, and the resultant solution was filtered through Celite and washed with ethanol (10 mL). The solv... The reactants are CC(=O)Nc1ccc(NC(=O)OCC(Cl)(Cl)Cl)cn1, CS(C)=O, CCN(C(C)C)C(C)C, Fc1ccccc1-c1csc(N2CCNCC2)n1, O. RXN SMILES: [C:1]([CH3:2])(=[O:3])[NH:4][c:5]1[cH:6][cH:7][c:8]([NH:11][C:12]([O:13][CH2:14][C:15]([Cl:16])([Cl:17])[Cl:18])=[O:19])[cH:9][n:10]1.[CH3:48][S:49]([CH3:50])=[O:51].[CH:38]([N:39]([CH:40]([CH3:41])[CH3:42])[CH2:43][CH3:44])([CH3:45])[CH3:46].[F:20][c:21]1[c:22](-[c:27]2[n:28][c:29]([N:32]3[CH2:33][CH2:34][NH:35][CH2:36][CH2:37]3)[s:30][cH:31]2)[cH:23][cH:24][cH:25][cH:26]1.[OH2:47]>>[C:1]([CH3:2])(=[O:3])[NH:4][c:5]1[cH:6][cH:7][c:8]([NH:11][C:12](=[O:19])[N:35]2[CH2:34][CH2:33][N:32]([c:29]3[n:28][c:27](-[c:22]4[c:21]([F:20])[cH:26][cH:25][cH:24][cH:23]4)[cH:31][s:30]3)[CH2:37][CH2:36]2)[cH:9][n:10]1. Yields the product CC(=O)Nc1ccc(NC(=O)N2CCN(c3nc(-c4ccccc4F)cs3)CC2)cn1. Reactants: O=C([O-])[O-], CN(C)C=O, Cc1oc(-c2ccccc2)nc1COc1ccc(CCl)cc1, [K+], [K+], O, O=Cc1cn(-c2ccccc2)nc1O. The product is Cc1oc(-c2ccccc2)nc1COc1ccc(COc2nn(-c3ccccc3)cc2C=O)cc1. Reaction SMILES: [C:37](=[O:38])([O-:39])[O-:40].[CH3:43][N:44]([CH3:45])[CH:46]=[O:47].[Cl:1][CH2:2][c:3]1[cH:4][cH:5][c:6]([O:7][CH2:8][c:9]2[n:10][c:11](-[c:15]3[cH:16][cH:17][cH:18][cH:19][cH:20]3)[o:12][c:13]2[CH3:14])[cH:21][cH:22]1.[K+:41].[K+:42].[OH2:48].[OH:23][c:24]1[n:25][n:26](-[c:31]2[cH:32][cH:33][cH:34][cH:35][cH:36]2)[cH:27][c:28]1[CH:29]=[O:30]>>[CH2:2]([c:3]1[cH:4][cH:5][c:6]([O:7][CH2:8][c:9]2[n:10][c:11](-[c:15]3[cH:16][cH:17][cH:18][cH:19][cH:20]3)[o:12][c:13]2[CH3:14])[cH:21][cH:22]1)[O:23][c:24]1[n:25][n:26](-[c:31]2[cH:32][cH:33][cH:34][cH:35][cH:36]2)[cH:27][c:28]1[CH:29]=[O:30]. Reactants: Brc1ccc2c(c1)C1(CC2)CC1, CC(C)=O, [K+], [Mg+2], O=[Mn](=O)(=O)[O-], O=S(=O)([O-])[O-]. Product: O=C1CC2(CC2)c2cc(Br)ccc21. Reaction SMILES: [Br:1][c:2]1[cH:3][cH:4][c:5]2[c:11]([cH:12]1)[C:8]1([CH2:7][CH2:6]2)[CH2:9][CH2:10]1.[CH3:19][C:20](=[O:21])[CH3:22].[K+:18].[Mg+2:23].[Mn:13](=[O:14])([O-:15])(=[O:16])=[O:17].[O-:24][S:25]([O-:26])(=[O:27])=[O:28]>>[Br:1][c:2]1[cH:3][cH:4][c:5]2[c:11]([cH:12]1)[C:8]1([CH2:7][C:6]2=[O:14])[CH2:9][CH2:10]1.